This data is from the Open Reaction Database (ORD), a public repository of structured organic reaction records. The task is: describe an organic reaction: reactants, conditions, products, and yield Starting materials: C([O-])([O-])=O.[K+].[K+] (potassium carbonate), C(C#C)Br (propargyl bromide), OC1=C2C(CC(OC2=CC(=C1)O)(C)C)=O (5,7-dihydroxy-2,2-dimethyl-4-chromanone). The reagents and catalysts are [I-].[K+] (potassium iodide). Run in CC(=O)CC (methyl-ethyl-ketone). Run at temperature 0 celsius, time 4 hour. Yields the product OC1=C2C(CC(OC2=CC(=C1)OCC#C)(C)C)=O (5-hydroxy-7-propargyloxy-2,2-dimethyl-4-chromanone). Yield: 75.0%. As a reaction SMILES: C(=O)([O-])[O-].[K+].[K+].[CH2:7](Br)[C:8]#[CH:9].[OH:11][C:12]1[CH:21]=[C:20]([OH:22])[CH:19]=[C:18]2[C:13]=1[C:14](=[O:25])[CH2:15][C:16]([CH3:24])([CH3:23])[O:17]2>CC(CC)=O.[I-].[K+]>[OH:11][C:12]1[CH:21]=[C:20]([O:22][CH2:9][C:8]#[CH:7])[CH:19]=[C:18]2[C:13]=1[C:14](=[O:25])[CH2:15][C:16]([CH3:23])([CH3:24])[O:17]2 |f:0.1.2,6.7|. Procedure details: In 60 ml of methyl-ethyl-ketone 4.2 g of 5,7-dihydroxy-2,2-dimethyl-4-chromanone are dissolved, whereupon 3.0 g (22 millimoles) of potassium carbonate, 0.2 g of potassium iodide, and 3.0 g (2.3 ml, 25 millimoles) of propargyl bromide are added and the reaction mixture is reflexed for 4 hours. The inorganic salt is filtered off, the residue is taken up in 100 ml of carbon tetrachloride and extracted twice with 25 ml of a 5% sodium hydroxide solution each. The aqueous-alkaline layer is cooled to 0... The reactants are ClCCCCOC=1C=C(C2=C(C(OC(N2)=O)(C)C)C1)C (6-(4-chlorobutoxy)-4,4,8-trimethyl-4H-3,1-benzoxazin-2-one), C(C)(=O)NC1=CC=C(C=C1)S (4-acetamido-thiophenol). Product: C(C)(=O)NC1=CC=C(C=C1)SCCCCOC=1C=C(C2=C(C(OC(N2)=O)(C)C)C1)C (6-[4-(4-Acetamido-phenylmercapto)-butoxy]-4,4,8-trimethyl-4H-3,1-benzoxazin-2-one). As a reaction SMILES: Cl[CH2:2][CH2:3][CH2:4][CH2:5][O:6][C:7]1[CH:8]=[C:9]([CH3:20])[C:10]2[NH:15][C:14](=[O:16])[O:13][C:12]([CH3:18])([CH3:17])[C:11]=2[CH:19]=1.[C:21]([NH:24][C:25]1[CH:30]=[CH:29][C:28]([SH:31])=[CH:27][CH:26]=1)(=[O:23])[CH3:22]>>[C:21]([NH:24][C:25]1[CH:30]=[CH:29][C:28]([S:31][CH2:2][CH2:3][CH2:4][CH2:5][O:6][C:7]2[CH:8]=[C:9]([CH3:20])[C:10]3[NH:15][C:14](=[O:16])[O:13][C:12]([CH3:18])([CH3:17])[C:11]=3[CH:19]=2)=[CH:27][CH:26]=1)(=[O:23])[CH3:22]. Procedure: Prepared analogously to Example 1 from 6-(4-chlorobutoxy)-4,4,8-trimethyl-4H-3,1-benzoxazin-2-one and 4-acetamido-thiophenol. Reactants: [BH4-].[Na+] (sodium borohydride), FC1=CC=CC2=C1C(=C(O2)C(C(C)C)=O)C (1-(4-Fluoro-3-methyl-1-benzofuran-2-yl)-2-methylpropan-1-one), FC1=CC=CC2=C1C(=C(O2)C(C(C)C)=O)C (1-(4-fluoro-3-methyl-1-benzofuran-2-yl)-2-methylpropan-1-one). Solvent: CO (methanol), O1CCCC1 (tetrahydrofuran). Reaction conditions: time 1 hour. Yields the product FC1=CC=CC2=C1C(=C(O2)C(C(C)C)O)C (1-(4-fluoro-3-methyl-1-benzofuran-2-yl)-2-methylpropan-1-ol). The yield is 99.1%. Reaction SMILES: [F:1][C:2]1[C:7]2[C:8]([CH3:16])=[C:9]([C:11](=[O:15])[CH:12]([CH3:14])[CH3:13])[O:10][C:6]=2[CH:5]=[CH:4][CH:3]=1.[BH4-].[Na+]>O1CCCC1.CO>[F:1][C:2]1[C:7]2[C:8]([CH3:16])=[C:9]([CH:11]([OH:15])[CH:12]([CH3:13])[CH3:14])[O:10][C:6]=2[CH:5]=[CH:4][CH:3]=1 |f:1.2|. Reported procedure: 1-(4-Fluoro-3-methyl-1-benzofuran-2-yl)-2-methylpropan-1-one (1.4 g) synthesized in the above-mentioned (1) was dissolved in tetrahydrofuran (20 mL) and methanol (2 mL), and sodium borohydride (90%, 0.53 g) was added to the solution under ice-cooling. The ice bath was removed, and the reaction mixture was stirred at room temperature for 1 hr then ice-cooled again, and water (2 mL) and 1N hydrochloric acid (5 mL) were carefully added to the mixture, and the mixture was extracted with ethyl acetat... Starting materials: CCCCCSc1ccc(CNO)s1, C[Si](C)(C)N=C=S, C1COCCO1. Product: CCCCCSc1ccc(CN(O)C(N)=S)s1. Reaction SMILES: [CH2:1]([CH2:2][CH2:3][CH2:4][CH3:5])[S:6][c:7]1[cH:8][cH:9][c:10]([CH2:12][NH:13][OH:14])[s:11]1.[CH3:15][Si:16]([CH3:17])([CH3:18])[N:19]=[C:20]=[S:21].[O:22]1[CH2:23][CH2:24][O:25][CH2:26][CH2:27]1>>[CH2:1]([CH2:2][CH2:3][CH2:4][CH3:5])[S:6][c:7]1[cH:8][cH:9][c:10]([CH2:12][N:13]([OH:14])[C:20]([NH2:19])=[S:21])[s:11]1. Reactants: C(C)(C)(C)OC(NC[C@H]1NCCCC1)=O ((S)-1-piperidin-2-ylmethyl-carbamic acid tert butyl ester), FC1=CC=C(C=C1)C=1C(=NN(C1)C)C(=O)O (4-(4-fluoro-phenyl)-1-methyl-1H-pyrazol-3-yl carboxylic acid). Procedure details: The title compound (3.96 g) was prepared from (S)-1-piperidin-2-ylmethyl-carbamic acid tert butyl ester (2.14 g) and 4-(4-fluoro-phenyl)-1-methyl-1H-pyrazol-3-yl carboxylic acid (2.20 g) according to the method of D40. The yield is 95.2%. Product: C(C)(C)(C)OC(NC[C@H]1N(CCCC1)C(=O)C1=NN(C=C1C1=CC=C(C=C1)F)C)=O (((S)-1-{1-[4-(4-Fluoro-phenyl)-1-methyl-1H-pyrazol-3-yl]-methanoyl}-piperidin-2-ylmethyl)-carbamic acid tert butyl ester). Reaction SMILES: [C:1]([O:5][C:6](=[O:15])[NH:7][CH2:8][C@@H:9]1[CH2:14][CH2:13][CH2:12][CH2:11][NH:10]1)([CH3:4])([CH3:3])[CH3:2].[F:16][C:17]1[CH:22]=[CH:21][C:20]([C:23]2[C:24]([C:29](O)=[O:30])=[N:25][N:26]([CH3:28])[CH:27]=2)=[CH:19][CH:18]=1>>[C:1]([O:5][C:6](=[O:15])[NH:7][CH2:8][C@@H:9]1[CH2:14][CH2:13][CH2:12][CH2:11][N:10]1[C:29]([C:24]1[C:23]([C:20]2[CH:21]=[CH:22][C:17]([F:16])=[CH:18][CH:19]=2)=[CH:27][N:26]([CH3:28])[N:25]=1)=[O:30])([CH3:4])([CH3:2])[CH3:3]. The reactants are O=C([O-])O, CC1=NN(c2ccc3c(c2)CCCC3)C(=O)C1, CCO, Cl, Cl, O=N[O-], Cc1cc(N)c(O)c(-c2cccc(C(=O)O)c2)c1, [Na+], [Na+]. Yields the product CC1=NN(c2ccc3c(c2)CCCC3)C(=O)C1=NNc1cc(C)cc(-c2cccc(C(=O)O)c2)c1O. Reaction SMILES: [C:41](=[O:42])([OH:43])[O-:44].[CH3:24][C:25]1=[N:29][N:28]([c:30]2[cH:31][c:32]3[c:37]([cH:38][cH:39]2)[CH2:36][CH2:35][CH2:34][CH2:33]3)[C:27](=[O:40])[CH2:26]1.[CH3:47][CH2:48][OH:49].[ClH:1].[ClH:46].[N:20]([O-:21])=[O:22].[NH2:2][c:3]1[c:4]([OH:19])[c:5](-[c:10]2[cH:11][c:12]([C:16](=[O:17])[OH:18])[cH:13][cH:14][cH:15]2)[cH:6][c:7]([CH3:9])[cH:8]1.[Na+:23].[Na+:45]>>[NH:2]([c:3]1[c:4]([OH:19])[c:5](-[c:10]2[cH:11][c:12]([C:16](=[O:17])[OH:18])[cH:13][cH:14][cH:15]2)[cH:6][c:7]([CH3:9])[cH:8]1)[N:20]=[C:26]1[C:25]([CH3:24])=[N:29][N:28]([c:30]2[cH:31][c:32]3[c:37]([cH:38][cH:39]2)[CH2:36][CH2:35][CH2:34][CH2:33]3)[C:27]1=[O:40]. Reactants: BrBr (bromine), CC12CC3(CC(CC(C1)(C3)C)C2)C(=O)O (3,5-dimethyladamantane-1-carboxylic acid), Cl (HCl), [O-]S(=O)[O-].[Na+].[Na+] (Na2SO3). Reagents/catalysts: [Fe] (iron). The solvent is C(C)(=O)OCC (ethyl acetate). Reaction conditions: temperature 0 celsius, time 30 minute. The product is BrC12CC3(CC(CC(C1)(C3)C)(C2)C(=O)O)C (5-bromo-3,7-dimethyltricyclo[3.3.1.13,7]decane-1-carboxylic acid). RXN SMILES: [Br:1]Br.[CH3:3][C:4]12[CH2:14][CH:8]3[CH2:9][C:10]([CH3:13])([CH2:12][C:6]([C:15]([OH:17])=[O:16])([CH2:7]3)[CH2:5]1)[CH2:11]2.Cl.[O-]S([O-])=O.[Na+].[Na+]>[Fe].C(OCC)(=O)C>[Br:1][C:8]12[CH2:7][C:6]3([C:15]([OH:17])=[O:16])[CH2:12][C:10]([CH3:13])([CH2:11][C:4]([CH3:3])([CH2:5]3)[CH2:14]1)[CH2:9]2 |f:3.4.5|. Procedure details: In a 50 mL round-bottomed flask, bromine (3 mL) was cooled to 0° C. and iron (0.56 g) was added. The mixture was stirred at 0° C. for 30 minutes. 3,5-dimethyladamantane-1-carboxylic acid (0.5 g) was added. The mixture was stirred at room temperature overnight. After adding ice and 6N aqueous HCl (10 mL), ethyl acetate (20 mL), and saturated aqueous Na2SO3 were added. The aqueous layer was extracted twice with ethyl acetate. The combined organic layers were washed with saturated Na2SO3 (50 mL, 3×... Yield: 71.9%. Procedure: 15.0 g of N-(4-chlorobenzoyl)-N-[(3-thienylcarbonyl)methyl]amine, 3.1 g of 50% sodium hydride and 10 g of ethyl bromoacetate are treated in the same manner as described in Preparation 1-(4). 14.1 g of ethyl 3-(4-chlorobenzoylamino)-3-(3-thienylcarbonyl)propionate are thereby obtained. Yield: 71.4% Reactants: ClC1=CC=C(C(=O)NCC(=O)C2=CSC=C2)C=C1 (N-(4-chlorobenzoyl)-N-[(3-thienylcarbonyl)methyl]amine), [H-].[Na+] (sodium hydride), BrCC(=O)OCC (ethyl bromoacetate). Product: ClC1=CC=C(C(=O)NC(CC(=O)OCC)C(=O)C2=CSC=C2)C=C1 (ethyl 3-(4-chlorobenzoylamino)-3-(3-thienylcarbonyl)propionate). Reaction SMILES: [Cl:1][C:2]1[CH:18]=[CH:17][C:5]([C:6]([NH:8][CH2:9][C:10]([C:12]2[CH:16]=[CH:15][S:14][CH:13]=2)=[O:11])=[O:7])=[CH:4][CH:3]=1.[H-].[Na+].Br[CH2:22][C:23]([O:25][CH2:26][CH3:27])=[O:24]>>[Cl:1][C:2]1[CH:3]=[CH:4][C:5]([C:6]([NH:8][CH:9]([C:10]([C:12]2[CH:16]=[CH:15][S:14][CH:13]=2)=[O:11])[CH2:22][C:23]([O:25][CH2:26][CH3:27])=[O:24])=[O:7])=[CH:17][CH:18]=1 |f:1.2|. The reactants are ClC1=CC(=C(C=C1F)/C=C/C(=O)OCC)[C@@H](C)OC[C@@H](CN1[C@@H](CCC1)CC1=CC(=C(C=C1)C)F)O (Ethyl (2E)-3-{4-chloro-5-fluoro-2-[(1R)-1-({(2R)-3-[(2S)-2-(3-fluoro-4-methylbenzyl)pyrrolidin-1-yl]-2-hydroxypropyl}oxy)ethyl]phenyl}prop-2-enoate), Example 156 ( 156a ). Reagents/catalysts: [Rh] (rhodium/alumina). Run in C(C)O (ethanol). Conditions: time 45 minute. The product is ClC1=CC(=C(C=C1F)CCC(=O)OCC)[C@@H](C)OC[C@@H](CN1[C@@H](CCC1)CC1=CC(=C(C=C1)C)F)O (Ethyl 3-{4-chloro-5-fluoro-2-[(1R)-1-({(2R)-3-[(2S)-2-(3-fluoro-4-methylbenzyl)pyrrolidin-1-yl]-2-hydroxypropyl}oxy)ethyl]phenyl}propanoate). Isolated yield 97.0%. As a reaction SMILES: [Cl:1][C:2]1[C:7]([F:8])=[CH:6][C:5](/[CH:9]=[CH:10]/[C:11]([O:13][CH2:14][CH3:15])=[O:12])=[C:4]([C@H:16]([O:18][CH2:19][C@H:20]([OH:36])[CH2:21][N:22]2[CH2:26][CH2:25][CH2:24][C@H:23]2[CH2:27][C:28]2[CH:33]=[CH:32][C:31]([CH3:34])=[C:30]([F:35])[CH:29]=2)[CH3:17])[CH:3]=1>C(O)C.[Rh]>[Cl:1][C:2]1[C:7]([F:8])=[CH:6][C:5]([CH2:9][CH2:10][C:11]([O:13][CH2:14][CH3:15])=[O:12])=[C:4]([C@H:16]([O:18][CH2:19][C@H:20]([OH:36])[CH2:21][N:22]2[CH2:26][CH2:25][CH2:24][C@H:23]2[CH2:27][C:28]2[CH:33]=[CH:32][C:31]([CH3:34])=[C:30]([F:35])[CH:29]=2)[CH3:17])[CH:3]=1. Procedure details: Ethyl (2E)-3-{4-chloro-5-fluoro-2-[(1R)-1-({(2R)-3-[(2S)-2-(3-fluoro-4-methylbenzyl)pyrrolidin-1-yl]-2-hydroxypropyl}oxy)ethyl]phenyl}prop-2-enoate (320 mg, 0.61 mmol) which had been obtained in Example 156 (156a) was dissolved in ethanol (20 mL), added with rhodium/alumina (96 mg), and stirred at room temperature for 45 minutes under a hydrogen atmosphere. The reaction solution was filtered through Celite. The solvent was distilled off under reduced pressure. The residue was purified by basic s...